This data is from the Open Reaction Database (ORD), a public repository of structured organic reaction records. The task is: describe an organic reaction: reactants, conditions, products, and yield Starting materials: [H-].[Al+3].[Li+].[H-].[H-].[H-] (lithium aluminum hydride), Cl (hydrochloric acid), FC1=CC=C([C@H](C[N+](=O)[O-])C2C(CCCC2)=O)C=C1 (rac-(2S*)-2-[(R*)-4-fluoro-α-(nitromethyl)benzyl]cyclohexanone), O1CCCC1.O (tetrahydrofuran water). Run in O1CCCC1 (tetrahydrofuran), C(C)(C)OC(C)C (isopropyl ether), O1CCCC1 (tetrahydrofuran). Reaction conditions: time 15 hour. The product is NC[C@@H](C1=CC=C(C=C1)F)[C@@H]1[C@@H](CCCC1)O (rac-(1S*)-cis-2-[(R*)-α-(aminomethyl)-4-fluorobenzyl]cyclohexanol). RXN SMILES: [F:1][C:2]1[CH:19]=[CH:18][C:5]([C@@H:6]([CH:11]2[CH2:16][CH2:15][CH2:14][CH2:13][C:12]2=[O:17])[CH2:7][N+:8]([O-])=O)=[CH:4][CH:3]=1.[H-].[Al+3].[Li+].[H-].[H-].[H-].O1CCCC1.O.Cl>O1CCCC1.C(OC(C)C)(C)C>[NH2:8][CH2:7][C@H:6]([C@H:11]1[CH2:16][CH2:15][CH2:14][CH2:13][C@H:12]1[OH:17])[C:5]1[CH:4]=[CH:3][C:2]([F:1])=[CH:19][CH:18]=1 |f:1.2.3.4.5.6,7.8|. Reported procedure: A solution of 105 g (0.4 mol) of rac-(2S*)-2-[(R*)-4-fluoro-α-(nitromethyl)benzyl]cyclohexanone in 1 l of dry tetrahydrofuran is added dropwise while stirring to a suspension of 38 g (1 mol) of lithium aluminum hydride in 500 ml of dry tetrahydrofuran under argon so that the temperature does not exceed 50°. The reaction mixture is stirred at 50° for 15 hours, cooled and then treated with tetrahydrofuran/water (1:1). The separated precipitate is filtered off under suction while washing with methy...